Dataset: the Open Reaction Database (ORD), a public repository of structured organic reaction records. Task: describe an organic reaction: reactants, conditions, products, and yield The reactants are C1CCC2=NCCCN2CC1, COCCOC, CS(=O)c1nc(N)nc(Cl)c1C#N, OCc1ccccc1. Yields the product N#Cc1c(Cl)nc(N)nc1OCc1ccccc1. As a reaction SMILES: [CH2:22]1[CH2:23][CH2:24][C:25]2=[N:30][CH2:29][CH2:28][CH2:27][N:26]2[CH2:31][CH2:32]1.[CH3:33][O:34][CH2:35][CH2:36][O:37][CH3:38].[NH2:1][c:2]1[n:3][c:4]([S:11]([CH3:12])=[O:13])[c:5]([C:9]#[N:10])[c:6]([Cl:8])[n:7]1.[OH:14][CH2:15][c:16]1[cH:17][cH:18][cH:19][cH:20][cH:21]1>>[NH2:1][c:2]1[n:3][c:4]([O:14][CH2:15][c:16]2[cH:17][cH:18][cH:19][cH:20][cH:21]2)[c:5]([C:9]#[N:10])[c:6]([Cl:8])[n:7]1. Product: CCOC(=O)c1sc(NC(=O)NN)cc1C. Reactants: CCOC(=O)c1sc(NC(=O)Oc2ccccc2)cc1C, NN, C1CCOC1, O. As a reaction SMILES: [CH3:1][c:2]1[c:3]([C:17](=[O:18])[O:19][CH2:20][CH3:21])[s:4][c:5]([NH:7][C:8](=[O:9])[O:10][c:11]2[cH:12][cH:13][cH:14][cH:15][cH:16]2)[cH:6]1.[NH2:23][NH2:24].[O:25]1[CH2:26][CH2:27][CH2:28][CH2:29]1.[OH2:22]>>[CH3:1][c:2]1[c:3]([C:17](=[O:18])[O:19][CH2:20][CH3:21])[s:4][c:5]([NH:7][C:8](=[O:9])[NH:23][NH2:24])[cH:6]1. Reactants: ClC1=C(C(=O)Cl)C=CC=C1 (2-Chlorobenzoyl chloride), NC(C(=O)OCC)(C(C)C)C1=NC(=CC(=N1)OC)OC (ethyl 2-amino-3-methyl-2-(4,6-dimethoxypyrimidin-2-yl)butanoate), C(C)N(C(C)C)C(C)C (ethyl diisopropylamine). Solvent: C(C)(=O)OCC (ethyl acetate), C(C)(=O)OCC (ethyl acetate). Run at time 2 hour. Yields the product CC(C(C(=O)OCC)(NC(C1=C(C=CC=C1)Cl)=O)C1=NC(=CC(=N1)OC)OC)C (Ethyl 3-methyl-2-(4,6-dimethoxypyrimidin-2-yl)-2-(2-chlorobenzamido)butanoate). Isolated yield 47.5%. Reaction SMILES: [Cl:1][C:2]1[CH:10]=[CH:9][CH:8]=[CH:7][C:3]=1[C:4](Cl)=[O:5].[NH2:11][C:12]([C:21]1[N:26]=[C:25]([O:27][CH3:28])[CH:24]=[C:23]([O:29][CH3:30])[N:22]=1)([CH:18]([CH3:20])[CH3:19])[C:13]([O:15][CH2:16][CH3:17])=[O:14].C(N(C(C)C)C(C)C)C>C(OCC)(=O)C>[CH3:20][CH:18]([CH3:19])[C:12]([C:21]1[N:26]=[C:25]([O:27][CH3:28])[CH:24]=[C:23]([O:29][CH3:30])[N:22]=1)([NH:11][C:4](=[O:5])[C:3]1[CH:7]=[CH:8][CH:9]=[CH:10][C:2]=1[Cl:1])[C:13]([O:15][CH2:16][CH3:17])=[O:14]. Procedure: 2-Chlorobenzoyl chloride (0.35 g) in ethyl acetate (3 ml) was added to a stirred solution of ethyl 2-amino-3-methyl-2-(4,6-dimethoxypyrimidin-2-yl)butanoate (0.566 g) and ethyl diisopropylamine (0.258 g) in ethyl acetate (15 ml). The mixture was stirred at room temperature for 2 hours, filtered, and the filtrate was washed with water, dried and evaporated to dryness under vacuum. The residual solid was triturated with 60°-80° petroleum ether to give 0.4 g of the desired product as a white solid,...